From a dataset of the Open Reaction Database (ORD), a public repository of structured organic reaction records. describe an organic reaction: reactants, conditions, products, and yield Starting materials: [Br-], C1CCOC1, CC1(C)COC(CCC=O)OC1, Fc1ccc([Mg+])cc1. Yields the product CC1(C)COC(CCC(O)c2ccc(F)cc2)OC1. RXN SMILES: [Br-:1].[CH2:22]1[O:23][CH2:24][CH2:25][CH2:26]1.[CH3:10][C:11]1([CH3:21])[CH2:12][O:13][CH:14]([CH2:17][CH2:18][CH:19]=[O:20])[O:15][CH2:16]1.[F:2][c:3]1[cH:4][cH:5][c:6]([Mg+:9])[cH:7][cH:8]1>>[F:2][c:3]1[cH:4][cH:5][c:6]([CH:19]([CH2:18][CH2:17][CH:14]2[O:13][CH2:12][C:11]([CH3:10])([CH3:21])[CH2:16][O:15]2)[OH:20])[cH:7][cH:8]1. Reactants: FC(C=1C=C(CNC(=O)C2=CC(=NC=C2)C2=C(C=CC(=C2)N2CCOCC2)NC(=O)C=2C=C(CSCCC(=O)OC(C)(C)C)C=CC2)C=CC1)(F)F (tert-butyl 3-(3-((2-(4-((3-(trifluoromethyl)benzyl)carbamoyl)pyridin-2-yl)-4-morpholinophenyl)carbamoyl)benzylthio)propanoate), FC(C(=O)O)(F)F (trifluoroacetic acid). The solvent is ClCCl (dichloromethane). Reaction conditions: time 8 hour. Product: FC(C=1C=C(CNC(=O)C2=CC(=NC=C2)C2=C(C=CC(=C2)N2CCOCC2)NC(=O)C=2C=C(CSCCC(=O)O)C=CC2)C=CC1)(F)F (3-(3-((2-(4-((3-(trifluoromethyl)benzyl)carbamoyl)pyridin-2-yl)-4-morpholinophenyl)carbamoyl)benzylthio)propanoic acid). Yield: 14.7%. RXN SMILES: [F:1][C:2]([F:52])([F:51])[C:3]1[CH:4]=[C:5]([CH:48]=[CH:49][CH:50]=1)[CH2:6][NH:7][C:8]([C:10]1[CH:15]=[CH:14][N:13]=[C:12]([C:16]2[CH:21]=[C:20]([N:22]3[CH2:27][CH2:26][O:25][CH2:24][CH2:23]3)[CH:19]=[CH:18][C:17]=2[NH:28][C:29]([C:31]2[CH:32]=[C:33]([CH:45]=[CH:46][CH:47]=2)[CH2:34][S:35][CH2:36][CH2:37][C:38]([O:40]C(C)(C)C)=[O:39])=[O:30])[CH:11]=1)=[O:9].FC(F)(F)C(O)=O>ClCCl>[F:52][C:2]([F:1])([F:51])[C:3]1[CH:4]=[C:5]([CH:48]=[CH:49][CH:50]=1)[CH2:6][NH:7][C:8]([C:10]1[CH:15]=[CH:14][N:13]=[C:12]([C:16]2[CH:21]=[C:20]([N:22]3[CH2:23][CH2:24][O:25][CH2:26][CH2:27]3)[CH:19]=[CH:18][C:17]=2[NH:28][C:29]([C:31]2[CH:32]=[C:33]([CH:45]=[CH:46][CH:47]=2)[CH2:34][S:35][CH2:36][CH2:37][C:38]([OH:40])=[O:39])=[O:30])[CH:11]=1)=[O:9]. Procedure: Into a 50-mL round bottom flask, was placed a solution of tert-butyl 3-(3-((2-(4-((3-(trifluoromethyl)benzyl)carbamoyl)pyridin-2-yl)-4-morpholinophenyl)carbamoyl)benzylthio)propanoate (100 mg, 0.14 mmol, 1.00 equiv) in dichloromethane (5 mL), and trifluoroacetic acid (0.1 mL). The resulting solution was stirred overnight at room temperature. The reaction progress was monitored by LCMS. The resulting mixture was concentrated under vacuum. The crude product (100 mg) was purified by reverse phase H... The product is OC(CC1N(C(C2=CC=CC=C12)=O)C1=NC2=NC(=CC=C2C=C1)OC)CCC(C)C (3-(2-Hydroxy-5-methylhexyl)-2-(7-methoxy-1,8-naphthyridin-2-yl)-1-isoindolinone). Run at temperature 20 celsius, time 16 hour. Reactants: COC1=CC=C2C=CC(=NC2=N1)N1C(C2=CC=CC=C2C1CC(CCC(C)C)=O)=O (2-(7-methoxy-1,8-naphthyridin-2-yl)-3-(5-methyl-2-oxohexyl)-1-isoindolinone), ClCCl (dichloromethane), [BH4-].[K+] (Potassium borohydride). Procedure details: Potassium borohydride (0.41 g) dissolved in distilled water (12 cc) is added at a temperature in the region of 20° C. to a suspension of 2-(7-methoxy-1,8-naphthyridin-2-yl)-3-(5-methyl-2-oxohexyl)-1-isoindolinone (3.0 g) in ethanol (50 cc), and the suspension is stirred for 16 hours at a temperature in the region of 20° C. The reaction mixture is then poured into a mixture of distilled water (300 cc) and dichloromethane (150 cc) which has been cooled to a temperature in the region of 0° C. The a... As a reaction SMILES: [BH4-].[K+].[CH3:3][O:4][C:5]1[N:14]=[C:13]2[C:8]([CH:9]=[CH:10][C:11]([N:15]3[CH:23]([CH2:24][C:25](=[O:31])[CH2:26][CH2:27][CH:28]([CH3:30])[CH3:29])[C:22]4[C:17](=[CH:18][CH:19]=[CH:20][CH:21]=4)[C:16]3=[O:32])=[N:12]2)=[CH:7][CH:6]=1.ClCCl>O.C(O)C>[OH:31][CH:25]([CH2:26][CH2:27][CH:28]([CH3:30])[CH3:29])[CH2:24][CH:23]1[C:22]2[C:17](=[CH:18][CH:19]=[CH:20][CH:21]=2)[C:16](=[O:32])[N:15]1[C:11]1[CH:10]=[CH:9][C:8]2[C:13](=[N:14][C:5]([O:4][CH3:3])=[CH:6][CH:7]=2)[N:12]=1 |f:0.1|. The solvent is C(C)O (ethanol), O (water), O (water). Yield: 66.3%. The reactants are FC1=CC=C(CN(C(=O)[C@@]2([C@@H](C2)CO)C2=CC(=C(C=C2)Cl)Cl)C)C=C1 ((1S,2R)-1-(3,4-Dichloro-phenyl)-2-hydroxymethyl-cyclopropanecarboxylic acid (4-fluoro-benzyl)-methyl-amide). Solvent: CC(=O)C (acetone). Product: FC1=CC=C(CN(C(=O)[C@@]2([C@@H](C2)C=O)C2=CC(=C(C=C2)Cl)Cl)C)C=C1 ((1S,2R)-1-(3,4-Dichloro-phenyl)-2-formyl-cyclopropanecarboxylic acid (4-fluoro-benzyl)-methyl-amide). Yield: 78.2%. As a reaction SMILES: [F:1][C:2]1[CH:25]=[CH:24][C:5]([CH2:6][N:7]([CH3:23])[C:8]([C@@:10]2([C:15]3[CH:20]=[CH:19][C:18]([Cl:21])=[C:17]([Cl:22])[CH:16]=3)[CH2:12][C@H:11]2[CH2:13][OH:14])=[O:9])=[CH:4][CH:3]=1>CC(C)=O>[F:1][C:2]1[CH:25]=[CH:24][C:5]([CH2:6][N:7]([CH3:23])[C:8]([C@@:10]2([C:15]3[CH:20]=[CH:19][C:18]([Cl:21])=[C:17]([Cl:22])[CH:16]=3)[CH2:12][C@H:11]2[CH:13]=[O:14])=[O:9])=[CH:4][CH:3]=1. Reported procedure: (1S,2R)-1-(3,4-Dichloro-phenyl)-2-hydroxymethyl-cyclopropanecarboxylic acid (4-fluoro-benzyl)-methyl-amide (4.60 g, 12.0 mmol) is dissolved in acetone (240 ml) and IBX (10.1 g, 36.1 mmol) is added (IBX concentration 0.15M). The mixture is heated to reflux for 2 hours, then cooled to ambient temperature. The solids are filtered off and the filtrate concentrated in vacuo. The crude product is eluted through a short silica gel column with ethyl acetate:heptane (50:50). 3.57 g (78%) of the product i... The reactants are ICl (iodine monochloride), ClS(=O)(=O)O (chlorosulfonic acid), FC(=C(F)F)F (tetrafluoroethylene). Conditions: time 2 hour. Product: S(=O)(=O)(OC(C(F)(F)I)(F)F)Cl (2-Iodo-1,1,2,2-tetrafluoroethyl Chlorosulfate). The yield is 74.0%. RXN SMILES: [I:1]Cl.[Cl:3][S:4]([OH:7])(=[O:6])=[O:5].[F:8][C:9]([F:13])=[C:10]([F:12])[F:11]>>[S:4]([Cl:3])([O:7][C:10]([F:12])([F:11])[C:9]([I:1])([F:13])[F:8])(=[O:6])=[O:5]. Reported procedure: Into a 1-liter pressure reactor was charged a mixture of iodine monochloride (390 g, 2.4 mol) and chlorosulfonic acid (490 g, 4.206 mol). The reactor was cooled and kept at 0-10° C. until 300 g of tetrafluoroethylene (3.0 mol) was added. After the addition of TFE was complete, the reaction mixture was held at 0-10° C. for 6 hr, at 25° C. for 2 hr and at 50° C. for 2 hr. The reaction mixture was then slowly poured into a large amount of ice with stirring, and worked up as described above. The des... Starting materials: S1C(=CC=C1)CC(=O)NC1[C@@H]2N(C(=C(CS2)COC(C)=O)C(=O)OCOC(C)=O)C1=O (acetoxymethyl 7-[2-(2-thienyl)acetamido]-3-acetoxymethyl-3-cephem-4-carboxylate), O1CCCC1 (tetrahydrofuran), solution, C[Li] (methyl lithium), C(C)(C)(C)OCl (t-butylhypochlorite). Run in CO (methanol), CCOCC (ether), C(C)(=O)O (acetic acid). Reaction conditions: temperature 0 celsius, time 25 minute. Yields the product COC1([C@@H]2N(C(=C(CS2)COC(C)=O)C(=O)OCOC(C)=O)C1=O)NC(CC=1SC=CC1)=O (acetoxymethyl 7-methoxy-7-[2-(2-thienyl)acetamido]-3-acetoxymethyl-3-cephem-4-carboxylate). RXN SMILES: [O:1]1CCC[CH2:2]1.C[Li].[S:8]1[CH:12]=[CH:11][CH:10]=[C:9]1[CH2:13][C:14]([NH:16][CH:17]1[C:37](=[O:38])[N:19]2[C:20]([C:29]([O:31][CH2:32][O:33][C:34](=[O:36])[CH3:35])=[O:30])=[C:21]([CH2:24][O:25][C:26](=[O:28])[CH3:27])[CH2:22][S:23][C@H:18]12)=[O:15].C(OCl)(C)(C)C>CCOCC.C(O)(=O)C.CO>[CH3:2][O:1][C:17]1([NH:16][C:14](=[O:15])[CH2:13][C:9]2[S:8][CH:12]=[CH:11][CH:10]=2)[C:37](=[O:38])[N:19]2[C:20]([C:29]([O:31][CH2:32][O:33][C:34](=[O:36])[CH3:35])=[O:30])=[C:21]([CH2:24][O:25][C:26](=[O:28])[CH3:27])[CH2:22][S:23][C@H:18]12. Reported procedure: To 25 ml of tetrahydrofuran was added 2 ml of a 1.8 molar solution of methyl lithium in ether. The solution was cooled to 0° C. and 4 ml of methanol were added to the solution. The solution was then cooled to -80° C and 468 mg of acetoxymethyl 7-[2-(2-thienyl)acetamido]-3-acetoxymethyl-3-cephem-4-carboxylate were added, followed by the addition of 0.143 ml of t-butylhypochlorite. The cold reaction mixture was stirred for 25 minutes and was thereafter diluted with 4 ml of glacial acetic acid. The...